From a dataset of the Open Reaction Database (ORD), a public repository of structured organic reaction records. describe an organic reaction: reactants, conditions, products, and yield The reactants are C(C)(=O)OC(C)=O (acetic anhydride), COC1=CC=C(C=C1)C=1NC(=C(N1)C)[N+](=O)[O-] (2-(p-Methoxyphenyl)-4-methyl-5-nitroimidazole), [H][H] (hydrogen). Reagents/catalysts: [Pt] (platinum on charcoal). Run in CC(=O)O (HOAc). The product is C(C)(=O)NC1=C(N=C(N1)C1=CC=C(C=C1)OC)C (5-Acetamido-2-(p-methoxyphenyl)-4-methylimidazole). The yield is 84.0%. Reaction SMILES: [CH3:1][O:2][C:3]1[CH:8]=[CH:7][C:6]([C:9]2[NH:10][C:11]([N+:15]([O-])=O)=[C:12]([CH3:14])[N:13]=2)=[CH:5][CH:4]=1.[C:18](OC(=O)C)(=[O:20])[CH3:19].[H][H]>CC(O)=O.[Pt]>[C:18]([NH:15][C:11]1[NH:10][C:9]([C:6]2[CH:7]=[CH:8][C:3]([O:2][CH3:1])=[CH:4][CH:5]=2)=[N:13][C:12]=1[CH3:14])(=[O:20])[CH3:19]. Procedure: A solution of 41 (3.5 g, 0.015 mole) dissolved in glacial HOAc (35 ml)--acetic anhydride (105 ml) was hydrogenated at 50 psi over 5% platinum on charcoal catalyst (0.75 g) until uptake of hydrogen was complete. Catalyst was filtered off and the filtrate was evaporated to dryness under reduced pressure. The residue was dissolved in H2O (50 ml) and heated on a steam bath for 1 hour. The cooled solution was washed with ether (4×10 ml) and then evaporated to dryness in vacuo. Recrystallization of th... Reactants: ClCCl, O=C(O)C(F)(F)F, O=C(Nc1ccc2c(c1)c(-c1nc3ccccc3[nH]1)nn2C1CCCCO1)C1CCN(c2ccncc2)CC1. Yields the product O=C(Nc1ccc2[nH]nc(-c3nc4ccccc4[nH]3)c2c1)C1CCN(c2ccncc2)CC1. As a reaction SMILES: [Cl:47][CH2:48][Cl:49].[F:1][C:2]([F:3])([F:4])[C:5]([OH:6])=[O:7].[nH:8]1[c:9](-[c:17]2[n:18][n:19]([CH:41]3[CH2:42][CH2:43][CH2:44][CH2:45][O:46]3)[c:20]3[cH:21][cH:22][c:23]([NH:26][C:27](=[O:28])[CH:29]4[CH2:30][CH2:31][N:32]([c:35]5[cH:36][cH:37][n:38][cH:39][cH:40]5)[CH2:33][CH2:34]4)[cH:24][c:25]23)[n:10][c:11]2[c:12]1[cH:13][cH:14][cH:15][cH:16]2>>[n:8]1[c:9](-[c:17]2[n:18][nH:19][c:20]3[cH:21][cH:22][c:23]([NH:26][C:27](=[O:28])[CH:29]4[CH2:30][CH2:31][N:32]([c:35]5[cH:36][cH:37][n:38][cH:39][cH:40]5)[CH2:33][CH2:34]4)[cH:24][c:25]23)[nH:10][c:11]2[c:12]1[cH:13][cH:14][cH:15][cH:16]2. The reactants are C([O-])([O-])=O.[K+].[K+] (potassium carbonate), ClCC#CCCl (1,4-dichlorobut-2-yne), C([O-])([O-])=O.[K+].[K+] (potassium carbonate), ClCC#CCCl (1,4-dichlorobut-2-yne), C(O)([O-])=O.[Na+] (sodium hydrogen carbonate), Cl (HCl), C(C)(C)(C)OC(=O)N1[C@H]([C@H](CCC1)OCC1=CC(=CC(=C1)C(F)(F)F)N1N=NN=C1C)C1=CC=CC=C1 ([2S,3S]-1-tert-butoxycarbonyl-2-phenyl-3-[3-(5-methyltetrazol-1-yl)-5-(trifluoromethyl)phenylmethoxy]piperidine), C([O-])([O-])=O.[K+].[K+] (potassium carbonate), ClCC#CCCl (1,4-dichlorobut-2-yne). Run in O (water), C(C)O (ethanol), C(C)O (ethanol). Reaction conditions: time 90 minute. Product: ClCC#CCN1[C@H]([C@H](CCC1)OCC1=CC(=CC(=C1)C(F)(F)F)N1N=NN=C1C)C1=CC=CC=C1 ([2S,3S]-1-(4-chlorobut-2-yn-1-yl)-2-phenyl-3-[3-(5-methyltetrazol-1-yl)-5-(trifluoromethyl)phenylmethoxy]piperidine). Yield: 74.4%. As a reaction SMILES: Cl.C(O[C:7]([N:9]1[CH2:14][CH2:13][CH2:12][C@H:11]([O:15][CH2:16][C:17]2[CH:22]=[C:21]([C:23]([F:26])([F:25])[F:24])[CH:20]=[C:19]([N:27]3[C:31]([CH3:32])=[N:30][N:29]=[N:28]3)[CH:18]=2)[C@@H:10]1[C:33]1[CH:38]=[CH:37][CH:36]=[CH:35][CH:34]=1)=O)(C)(C)C.C(=O)([O-])[O-].[K+].[K+].[Cl:45][CH2:46][C:47]#[C:48]CCl.C(=O)([O-])O.[Na+]>C(O)C.O>[Cl:45][CH2:46][C:47]#[C:48][CH2:7][N:9]1[CH2:14][CH2:13][CH2:12][C@H:11]([O:15][CH2:16][C:17]2[CH:22]=[C:21]([C:23]([F:24])([F:25])[F:26])[CH:20]=[C:19]([N:27]3[C:31]([CH3:32])=[N:30][N:29]=[N:28]3)[CH:18]=2)[C@@H:10]1[C:33]1[CH:34]=[CH:35][CH:36]=[CH:37][CH:38]=1 |f:2.3.4,6.7|. Procedure: A solution of HCl in ethanol (5M, 4 ml) was added to a stirred solution of [2S,3S]-1-tert-butoxycarbonyl-2-phenyl-3-[3-(5-methyltetrazol-1-yl)-5-(trifluoromethyl)phenylmethoxy]piperidine (125 mg, 0.24 mmol) in ethanol (2 ml). The mixture was stirred at room temperature for 90 minutes and the solvent was evaporated under reduced pressure. The residue was dissolved in N,N-dimethylformamide (3 ml) and potassium carbonate (100 mg, 0.72 mmol) and 1,4-dichlorobut-2-yne (47 ml, 59 mg, 0.48 mmol) were a...